Dataset: the Open Reaction Database (ORD), a public repository of structured organic reaction records. Task: describe an organic reaction: reactants, conditions, products, and yield Reactants: COCCOC, CCOC(=O)c1cc(Cl)ccc1I, [K+], [K+], O=C([O-])[O-], O, OB(O)c1ccccc1, c1ccc(P(c2ccccc2)(c2ccccc2)[Pd](P(c2ccccc2)(c2ccccc2)c2ccccc2)(P(c2ccccc2)(c2ccccc2)c2ccccc2)P(c2ccccc2)(c2ccccc2)c2ccccc2)cc1. Product: CCOC(=O)c1cc(Cl)ccc1-c1ccccc1. Reaction SMILES: [CH2:14]([CH2:15][O:16][CH3:17])[O:18][CH3:19].[Cl:1][c:2]1[cH:3][cH:4][c:5]([I:13])[c:6]([C:7](=[O:8])[O:9][CH2:10][CH3:11])[cH:12]1.[K+:29].[K+:30].[O-:31][C:32]([O-:33])=[O:34].[OH2:112].[OH:20][B:21]([OH:22])[c:23]1[cH:24][cH:25][cH:26][cH:27][cH:28]1.[cH:35]1[cH:36][cH:37][c:38]([P:39]([Pd:40]([P:41]([c:42]2[cH:43][cH:44][cH:45][cH:46][cH:47]2)([c:48]2[cH:49][cH:50][cH:51][cH:52][cH:53]2)[c:54]2[cH:55][cH:56][cH:57][cH:58][cH:59]2)([P:60]([c:61]2[cH:62][cH:63][cH:64][cH:65][cH:66]2)([c:67]2[cH:68][cH:69][cH:70][cH:71][cH:72]2)[c:73]2[cH:74][cH:75][cH:76][cH:77][cH:78]2)[P:79]([c:80]2[cH:81][cH:82][cH:83][cH:84][cH:85]2)([c:86]2[cH:87][cH:88][cH:89][cH:90][cH:91]2)[c:92]2[cH:93][cH:94][cH:95][cH:96][cH:97]2)([c:98]2[cH:99][cH:100][cH:101][cH:102][cH:103]2)[c:104]2[cH:105][cH:106][cH:107][cH:108][cH:109]2)[cH:110][cH:111]1>>[Cl:1][c:2]1[cH:3][cH:4][c:5](-[c:23]2[cH:24][cH:25][cH:26][cH:27][cH:28]2)[c:6]([C:7](=[O:8])[O:9][CH2:10][CH3:11])[cH:12]1.